This data is from the Open Reaction Database (ORD), a public repository of structured organic reaction records. The task is: describe an organic reaction: reactants, conditions, products, and yield The reactants are C[Si]([N-][Si](C)(C)C)(C)C.[Li+] (lithium hexamethyldisilazide), FC1=C(C=CC=C1)CC(=O)N1C(OC[C@H]1C1=CC=CC=C1)=O (3-[2-(2-fluorophenyl)-1-oxoethyl]-4(R)-phenyl-2-oxazolidinone), [Na+].[Cl-] (NaCl), Cl (HCl), BrCC#N (Bromoacetonitrile). The solvent is O1CCCC1 (tetrahydrofuran), O1CCCC1 (tetrahydrofuran), peroxide, O (water). Run at temperature -2.5 celsius, time 1 hour. The product is FC1=C(C=CC=C1)[C@@H](CC#N)C(N1C(OC[C@H]1C1=CC=CC=C1)=O)=O (β-(R)-(2-fluorophenyl)-γ,2-dioxo-4(R)-phenyl-3-oxazolidinebutyronitrile). As a reaction SMILES: [F:1][C:2]1[CH:7]=[CH:6][CH:5]=[CH:4][C:3]=1[CH2:8][C:9]([N:11]1[C@H:15]([C:16]2[CH:21]=[CH:20][CH:19]=[CH:18][CH:17]=2)[CH2:14][O:13][C:12]1=[O:22])=[O:10].C[Si](C)(C)[N-][Si](C)(C)C.[Li+].Br[CH2:34][C:35]#[N:36].[Na+].[Cl-].Cl>O1CCCC1.O>[F:1][C:2]1[CH:7]=[CH:6][CH:5]=[CH:4][C:3]=1[C@H:8]([C:9](=[O:10])[N:11]1[C@H:15]([C:16]2[CH:21]=[CH:20][CH:19]=[CH:18][CH:17]=2)[CH2:14][O:13][C:12]1=[O:22])[CH2:34][C:35]#[N:36] |f:1.2,4.5|. Procedure details: A solution of 546 g of 3-[2-(2-fluorophenyl)-1-oxoethyl]-4(R)-phenyl-2-oxazolidinone in 2,180 mL of peroxide-free tetrahydrofuran is cooled to an internal temperature of −5 to −8° C. A solution of 1,773 mL of lithium hexamethyldisilazide in tetrahydrofuran (1M) is added over a period of 55 minutes, while maintaining an internal temperature of 0 to −5° C. The solution is stirred at an internal temperature of 0 to −5° C. for 1 hour and then cooled to an internal temperature of −20° C. 150 mL of Br... The reactants are C1CCOC1 (THF), CC(C)=CC (2-methyl-2-butene), P(=O)(O)(O)[O-].[Na+] (sodium dihydrogenphosphate), COC(=O)C=1C=CN2C(=C(C(=C2C1)C1=CC=CC=C1)CC1=C(C(=CC=C1)F)C)C=O (Methyl-2-(3-fluoro-2-methyl-benzyl)-3-formyl-1-phenyl-indolizine-7-carboxylate), P(=O)(O)(O)[O-].[Na+] (sodium dihydrogenphosphate), solution, CC(C)=CC (2-methyl-2-butene), C1CCOC1 (THF), Cl(=O)[O-].[Na+] (sodium chlorite), solution, Cl(=O)[O-].[Na+] (sodium chlorite). Solvent: [Cl-].[Na+].O (brine), CC(OCC)=O (EA), C(C)(C)(C)O (tert-butanol), O (water), O (water). Conditions: temperature 0 celsius, time 18 hour. The product is FC=1C(=C(CC=2C(=C3C=C(C=CN3C2C(=O)O)C(=O)OC)C2=CC=CC=C2)C=CC1)C (2-(3-fluoro-2-methyl-benzyl)-7-methoxycarbonyl-1-phenyl-indolizine-3-carboxylic acid). Isolated yield 137.8%. Reaction SMILES: [CH3:1][O:2][C:3]([C:5]1[CH:6]=[CH:7][N:8]2[C:12]([CH:13]=1)=[C:11]([C:14]1[CH:19]=[CH:18][CH:17]=[CH:16][CH:15]=1)[C:10]([CH2:20][C:21]1[CH:26]=[CH:25][CH:24]=[C:23]([F:27])[C:22]=1[CH3:28])=[C:9]2[CH:29]=[O:30])=[O:4].P([O-])(O)(O)=[O:32].[Na+].CC(=CC)C.C1COCC1.Cl([O-])=O.[Na+]>C(O)(C)(C)C.O.[Cl-].[Na+].O.CC(=O)OCC>[F:27][C:23]1[C:22]([CH3:28])=[C:21]([CH:26]=[CH:25][CH:24]=1)[CH2:20][C:10]1[C:11]([C:14]2[CH:15]=[CH:16][CH:17]=[CH:18][CH:19]=2)=[C:12]2[N:8]([C:9]=1[C:29]([OH:32])=[O:30])[CH:7]=[CH:6][C:5]([C:3]([O:2][CH3:1])=[O:4])=[CH:13]2 |f:1.2,5.6,9.10.11|. Procedure: The compound of step 3 (0.293 g, 0.73 mmol) was suspended in 4 ml of tert-butanol and cooled to 0° C. To this suspension were added a solution of sodium dihydrogenphosphate (0.263 g, 2.19 mmol) in 1 ml of water, a 2 M solution of 2-methyl-2-butene in THF (2.19 ml, 4.38 mmol) and sodium chlorite (0.124 g, 1.09 mmol) in small portions. After stirring at room temperature for 18 h, once more a solution of sodium dihydrogenphosphate (0.263 g, 2.19 mmol) in 2 ml water, a 2 M solution of 2-methyl-2-but... The reactants are CC(C)(C)OC(=O)N1CCNCC1, O=C([O-])[O-], C#CCBr, CC(C)=O, [K+], [K+]. The product is C#CCN1CCN(C(=O)OC(C)(C)C)CC1. Reaction SMILES: [C:11]([CH3:12])([CH3:13])([CH3:14])[O:15][C:16](=[O:17])[N:18]1[CH2:19][CH2:20][NH:21][CH2:22][CH2:23]1.[C:1](=[O:2])([O-:3])[O-:4].[CH2:7]([C:8]#[CH:9])[Br:10].[CH3:24][C:25](=[O:26])[CH3:27].[K+:5].[K+:6]>>[CH:7]#[C:8][CH2:9][N:21]1[CH2:20][CH2:19][N:18]([C:16]([O:15][C:11]([CH3:12])([CH3:13])[CH3:14])=[O:17])[CH2:23][CH2:22]1. Starting materials: Cl[Sn]Cl (SnCl2), ClC1=C(C(=CC(=C1)F)Cl)N (2,6 Dichloro-4-fluorophenylamine), N(=O)[O-].[Na+] (NaNO2). Solvent: Cl (HCl), Cl (HCl), C(=O)(C(F)(F)F)O (TFA), O (water). Run at temperature 0 celsius, time 1 hour. The product is Cl.ClC1=C(C(=CC(=C1)F)Cl)NN (2,6 Dichloro-4-fluoro-phenylhydrazine Hydrochloride). Isolated yield 156.1%. Reaction SMILES: [Cl:1][C:2]1[CH:7]=[C:6]([F:8])[CH:5]=[C:4]([Cl:9])[C:3]=1[NH2:10].[N:11]([O-])=O.[Na+].Cl[Sn]Cl>Cl.C(O)(C(F)(F)F)=O.O>[ClH:1].[Cl:1][C:2]1[CH:7]=[C:6]([F:8])[CH:5]=[C:4]([Cl:9])[C:3]=1[NH:10][NH2:11] |f:1.2,7.8|. Reported procedure: To a 0° C. solution of 2,6 Dichloro-4-fluorophenylamine (3.0 g, 16.6 mmol) in 12 M HCl (30 mL) and TFA (20 mL) is added slowly and dropwise NaNO2 (20 mmol, 1.37 mL) in water (6 mL). The reaction is stirred at 0° C. for 1 h. A solution of SnCl2 (5.74 g, 25.6 mmol) in 12 M HCl (16 mL) is added over 15 minutes. The ice bath is removed and the reaction is stirred for 18 h. The reaction is filtered and the solid is washed with isopropyl alcohol. The solid is dried to yield the title compound (3.0 g, ... Starting materials: C(C)(C)(C)OC(=O)N1CCC(CC1)C=1N(C=C(N1)C1=CC(=C(C=C1)F)Cl)CC#N (4-[4-(3-chloro-4-fluoro-phenyl)-1-cyanomethyl-1H-imidazol-2-yl]-piperidine-1-carboxylic acid tert-butyl ester), [BH4-].[Na+] (sodium tetrahydroborate). The reagents and catalysts are [Ni](Cl)Cl (nickel dichloride). Run in CO (methanol). Run at time 20 minute. Yields the product C(C)(C)(C)OC(=O)N1CCC(CC1)C=1N(C=C(N1)C1=CC(=C(C=C1)F)Cl)CCN (4-[1-(2-Amino-ethyl)-4-(3-chloro-4-fluoro-phenyl)-1H-imidazol-2-yl]-piperidine-1-carboxylic acid tert-butyl ester). Isolated yield 125.3%. Reaction SMILES: [C:1]([O:5][C:6]([N:8]1[CH2:13][CH2:12][CH:11]([C:14]2[N:15]([CH2:27][C:28]#[N:29])[CH:16]=[C:17]([C:19]3[CH:24]=[CH:23][C:22]([F:25])=[C:21]([Cl:26])[CH:20]=3)[N:18]=2)[CH2:10][CH2:9]1)=[O:7])([CH3:4])([CH3:3])[CH3:2].[BH4-].[Na+]>CO.[Ni](Cl)Cl>[C:1]([O:5][C:6]([N:8]1[CH2:13][CH2:12][CH:11]([C:14]2[N:15]([CH2:27][CH2:28][NH2:29])[CH:16]=[C:17]([C:19]3[CH:24]=[CH:23][C:22]([F:25])=[C:21]([Cl:26])[CH:20]=3)[N:18]=2)[CH2:10][CH2:9]1)=[O:7])([CH3:4])([CH3:3])[CH3:2] |f:1.2|. Reported procedure: Dissolve 4-[4-(3-chloro-4-fluoro-phenyl)-1-cyanomethyl-1H-imidazol-2-yl]-piperidine-1-carboxylic acid tert-butyl ester (0.94 mmol; 392.9 mg) in methanol (20 mL). Add nickel dichloride (1.03 mmol; 135 mg). Add sodium tetrahydroborate (18.8 mmol; 717 mg) portion-wise. Evaporate and partition between water/DCM and stir 20 min. Add Celite®, stir 30 min and filter. Rinse solids with DCM, 10% MeOH/DCM. Add 2 mL 2M NH3-MeOH to organic layer and evaporate. Dissolve the residue in DCM, wash with brine, d...